This data is from the Open Reaction Database (ORD), a public repository of structured organic reaction records. The task is: describe an organic reaction: reactants, conditions, products, and yield Starting materials: CCOC(C)=O, CO, O=C(Nc1cccc(C(F)(F)F)c1)c1cccc2cc(Oc3ccnc(Cl)n3)ccc12. The product is O=C(Nc1cccc(C(F)(F)F)c1)c1cccc2cc(Oc3ccncn3)ccc12. Reaction SMILES: [CH3:32][CH2:33][O:34][C:35]([CH3:36])=[O:37].[CH3:38][OH:39].[Cl:1][c:2]1[n:3][cH:4][cH:5][c:6]([O:8][c:9]2[cH:10][c:11]3[cH:12][cH:13][cH:14][c:15]([C:19](=[O:20])[NH:21][c:22]4[cH:23][c:24]([C:28]([F:29])([F:30])[F:31])[cH:25][cH:26][cH:27]4)[c:16]3[cH:17][cH:18]2)[n:7]1>>[cH:2]1[n:3][cH:4][cH:5][c:6]([O:8][c:9]2[cH:10][c:11]3[cH:12][cH:13][cH:14][c:15]([C:19](=[O:20])[NH:21][c:22]4[cH:23][c:24]([C:28]([F:29])([F:30])[F:31])[cH:25][cH:26][cH:27]4)[c:16]3[cH:17][cH:18]2)[n:7]1. Reactants: C(C)(C)OC1=CC=C(C=C1)C=1OC(=C([N+]1[O-])C)C (2-(4-isopropoxy-phenyl)-4,5-dimethyl-oxazole 3-oxide), N (NH3), Cl (hydrochloride), P(=O)(Cl)(Cl)Cl (phosphorous oxychloride). Solvent: C(Cl)(Cl)Cl (chloroform), C(Cl)(Cl)Cl (chloroform). Conditions: temperature 0 celsius. The product is ClCC=1N=C(OC1C)C1=CC=C(C=C1)OC(C)C (4-Chloromethyl-2-(4-isopropoxy-phenyl)-5-methyl-oxazole). The yield is 60.0%. RXN SMILES: [CH:1]([O:4][C:5]1[CH:10]=[CH:9][C:8]([C:11]2[O:12][C:13]([CH3:18])=[C:14]([CH3:17])[N+:15]=2[O-])=[CH:7][CH:6]=1)([CH3:3])[CH3:2].Cl.P(Cl)(Cl)([Cl:22])=O.N>C(Cl)(Cl)Cl>[Cl:22][CH2:17][C:14]1[N:15]=[C:11]([C:8]2[CH:9]=[CH:10][C:5]([O:4][CH:1]([CH3:3])[CH3:2])=[CH:6][CH:7]=2)[O:12][C:13]=1[CH3:18]. Procedure details: To a solution of 2-(4-isopropoxy-phenyl)-4,5-dimethyl-oxazole 3-oxide; hydrochloride (2.5 g, 8.8 mmol) in chloroform (12 ml) was added a solution of phosphorous oxychloride (1 ml, 11 mmol) in chloroform (12 ml) within 5 min. The reaction mixture was heated under reflux for 45 min, cooled to 0° C. and made basic (pH 10) by carefully adding concentrated aqueous NH3 solution. The suspension was poured onto ice water and extracted two times with dichloromethane. The combined extracts were washed wit... Reactants: C(C=C)N(C(OCC)=O)C(C=O)C (ethyl N-allyl-N-(1-oxo-2-propyl)-carbamate), O (water), C(C1=CC=CC=C1)NCC(=O)O (N-benzylglycine). Run in C1(=CC=CC=C1)C (toluene). The product is C(C1=CC=CC=C1)N1C2C(N(CC2CC1)C(=O)OCC)C (Ethyl 2-benzyl-8-methyl-2,7-diazabicyclo[3.3.0]-octane-7-carboxylate). As a reaction SMILES: [CH2:1]([N:4]([CH:10]([CH3:13])[CH:11]=O)[C:5](=[O:9])[O:6][CH2:7][CH3:8])[CH:2]=[CH2:3].O.[CH2:15]([NH:22][CH2:23]C(O)=O)[C:16]1[CH:21]=[CH:20][CH:19]=[CH:18][CH:17]=1>C1(C)C=CC=CC=1>[CH2:15]([N:22]1[CH2:23][CH2:3][CH:2]2[CH:11]1[CH:10]([CH3:13])[N:4]([C:5]([O:6][CH2:7][CH3:8])=[O:9])[CH2:1]2)[C:16]1[CH:21]=[CH:20][CH:19]=[CH:18][CH:17]=1. Procedure details: 37 g (0.2 mol) of ethyl N-allyl-N-(1-oxo-2-propyl)-carbamate are heated under reflux overnight in a water separator with 33 g (0.2 mol) of N-benzylglycine in 500 ml of toluene. The mixture is concentrated and the residue is distilled. The reactants are ClC(C(=O)C1=CC=C2CN(C3=C(CN21)C=CC=C3)C(=O)C=3C=C(C=CC3)C3=C(C=CC=C3)C)(Cl)Cl (2,2,2-Trichloro-1-{10-[(2′-methyl-1,1′-biphenyl-3-yl)carbonyl]-10,11-dihydro-5H-pyrrolo[2,1-c][1,4]benzodiazepin-3-yl}ethanone), CS(=O)C (dimethyl sulfoxide), NCC=1C=NC=CC1 (3-(aminomethyl)pyridine). Run in C(C)#N (acetonitrile). Product: CC1=C(C=CC=C1)C1=CC(=CC=C1)C(=O)N1CC=2N(CC3=C1C=CC=C3)C(=CC2)C(=O)NCC=2C=NC=CC2 (10-[(2′-Methyl-1,1′-biphenyl-3-yl)carbonyl]-N-(pyridin-3-ylmethyl)-10,11-dihydro-5H-pyrrolo[2,1-c][1,4]benzodiazepine-3-carboxamide). Yield: 77.1%. As a reaction SMILES: ClC(Cl)(Cl)[C:3]([C:5]1[N:14]2[C:8]([CH2:9][N:10]([C:19]([C:21]3[CH:22]=[C:23]([C:27]4[CH:32]=[CH:31][CH:30]=[CH:29][C:28]=4[CH3:33])[CH:24]=[CH:25][CH:26]=3)=[O:20])[C:11]3[CH:18]=[CH:17][CH:16]=[CH:15][C:12]=3[CH2:13]2)=[CH:7][CH:6]=1)=[O:4].CS(C)=O.[NH2:40][CH2:41][C:42]1[CH:43]=[N:44][CH:45]=[CH:46][CH:47]=1>C(#N)C>[CH3:33][C:28]1[CH:29]=[CH:30][CH:31]=[CH:32][C:27]=1[C:23]1[CH:24]=[CH:25][CH:26]=[C:21]([C:19]([N:10]2[C:11]3[CH:18]=[CH:17][CH:16]=[CH:15][C:12]=3[CH2:13][N:14]3[C:5]([C:3]([NH:40][CH2:41][C:42]4[CH:43]=[N:44][CH:45]=[CH:46][CH:47]=4)=[O:4])=[CH:6][CH:7]=[C:8]3[CH2:9]2)=[O:20])[CH:22]=1. Reported procedure: To a solution of 2,2,2-trichloro-1-{10-[(2′-methyl-1,1′-biphenyl-3-yl)carbonyl]-10,11-dihydro-5H-pyrrolo[2,1-c][1,4]benzodiazepin-3-yl}ethanone of Step C (0.600 g, 1.1 mmol) and dimethyl sulfoxide (0.41 mL, 5.8 mmol) in dry acetonitrile (5.5 mL) at room temperature under nitrogen was added 3-(aminomethyl)pyridine (0.23 mL, 2.2 mmol) and the reaction mixture heated to reflux for 45 hours. The cooled reaction mixture was concentrated in vacuo, the oily residue redissolved in ethyl acetate (25 mL),... Reactants: ClC1=NC=C(C(=O)NC2=CC=C(C=C2)OC(F)(F)F)C=C1I (6-chloro-5-iodo-N-(4-(trifluoromethoxy)phenyl)nicotinamide), FC=1C=NNC1[Sn](CCCC)(CCCC)CCCC (4-fluoro-5-(tributylstannyl)-1H-pyrazole). The reagents and catalysts are C=1C=CC(=CC1)[P](C=2C=CC=CC2)(C=3C=CC=CC3)[Pd]([P](C=4C=CC=CC4)(C=5C=CC=CC5)C=6C=CC=CC6)([P](C=7C=CC=CC7)(C=8C=CC=CC8)C=9C=CC=CC9)[P](C=1C=CC=CC1)(C=1C=CC=CC1)C=1C=CC=CC1 (Pd(Ph3P)4). Solvent: CS(=O)C (DMSO), CCOC(=O)C (EtOAc). Run at temperature 100 celsius. Product: ClC1=NC=C(C(=O)NC2=CC=C(C=C2)OC(F)(F)F)C=C1C1=C(C=NN1)F (6-Chloro-5-(4-fluoro-1H-pyrazol-5-yl)-N-(4-(trifluoromethoxy)phenyl)nicotinamide). RXN SMILES: [Cl:1][C:2]1[C:21](I)=[CH:20][C:5]([C:6]([NH:8][C:9]2[CH:14]=[CH:13][C:12]([O:15][C:16]([F:19])([F:18])[F:17])=[CH:11][CH:10]=2)=[O:7])=[CH:4][N:3]=1.[F:23][C:24]1[CH:25]=[N:26][NH:27][C:28]=1[Sn](CCCC)(CCCC)CCCC>CS(C)=O.CCOC(C)=O.C1C=CC([P]([Pd]([P](C2C=CC=CC=2)(C2C=CC=CC=2)C2C=CC=CC=2)([P](C2C=CC=CC=2)(C2C=CC=CC=2)C2C=CC=CC=2)[P](C2C=CC=CC=2)(C2C=CC=CC=2)C2C=CC=CC=2)(C2C=CC=CC=2)C2C=CC=CC=2)=CC=1>[Cl:1][C:2]1[C:21]([C:28]2[NH:27][N:26]=[CH:25][C:24]=2[F:23])=[CH:20][C:5]([C:6]([NH:8][C:9]2[CH:14]=[CH:13][C:12]([O:15][C:16]([F:19])([F:18])[F:17])=[CH:11][CH:10]=2)=[O:7])=[CH:4][N:3]=1 |^1:55,57,76,95|. Reported procedure: Pd(Ph3P)4 (17.33 mg, 0.015 mmol) was added to solution of 6-chloro-5-iodo-N-(4-(trifluoromethoxy)phenyl)nicotinamide (Stage 4.2, 133 mg, 0.3 mmol) and 4-fluoro-5-(tributylstannyl)-1H-pyrazole (101 mg, 0.270 mmol) in DMSO (1 mL) in a vial under an argon atmosphere. The vial was sealed and the RM mixture was heated at 100° C. for 18 h. After cooling to RT, the RM was dissolved in EtOAc, washed with brine, dried over Na2SO4 and the solvent was evaporated off under reduced pressure to give the crude... The reactants are C(C)(C)(C)OC(=O)CCN(CCOC1=CC(=NC(=C1)C(=O)OCC)C(=O)OCC)S(=O)(=O)C1=C(C=CC=C1)[N+](=O)[O-] (diethyl 4-{2-[(2-tert-butoxycarbonyl-ethyl)-(2-nitro-benzenesulfonyl)-amino]-ethoxy}-pyridine-2,6-dicarboxylate), O (water), [BH4-].[Na+] (sodium borohydride), [Cl-].[Cl-].[Ca+2] (CaCl2). The solvent is C(C)O (ethanol). Product: OCC1=NC(=CC(=C1)OCCN(CCC(=O)OC(C)(C)C)S(=O)(=O)C1=C(C=CC=C1)[N+](=O)[O-])CO (tert-butyl 3-[[2-(2,6-bis-hydroxymethyl-pyridin-4-yloxy)-ethyl]-(2-nitro-benzenesulfonyl)-amino]-propanoate). Yield: 97.5%. Reaction SMILES: [C:1]([O:5][C:6]([CH2:8][CH2:9][N:10]([S:30]([C:33]1[CH:38]=[CH:37][CH:36]=[CH:35][C:34]=1[N+:39]([O-:41])=[O:40])(=[O:32])=[O:31])[CH2:11][CH2:12][O:13][C:14]1[CH:19]=[C:18]([C:20](OCC)=[O:21])[N:17]=[C:16]([C:25](OCC)=[O:26])[CH:15]=1)=[O:7])([CH3:4])([CH3:3])[CH3:2].[BH4-].[Na+].[Cl-].[Cl-].[Ca+2].O>C(O)C>[OH:26][CH2:25][C:16]1[CH:15]=[C:14]([O:13][CH2:12][CH2:11][N:10]([S:30]([C:33]2[CH:38]=[CH:37][CH:36]=[CH:35][C:34]=2[N+:39]([O-:41])=[O:40])(=[O:31])=[O:32])[CH2:9][CH2:8][C:6]([O:5][C:1]([CH3:4])([CH3:3])[CH3:2])=[O:7])[CH:19]=[C:18]([CH2:20][OH:21])[N:17]=1 |f:1.2,3.4.5|. Reported procedure: To a solution of 0.8 g of diethyl 4-{2-[(2-tert-butoxycarbonyl-ethyl)-(2-nitro-benzenesulfonyl)-amino]-ethoxy}-pyridine-2,6-dicarboxylate in 80 mL of ethanol were successively added 152 mg of sodium borohydride and 447 mg of CaCl2. The mixture was stirred at room temperature and 20 ml of water were then added at the end of the reaction. The ethanol was removed under reduced pressure, 100 ml of water were added to the residue obtained and the aqueous phase was extracted 3× with EtOAc. The organic... Reactants: CC1=C(C(=CC(=C1)[N+](=O)[O-])C)O (2,6-dimethyl-4-nitrophenol), NC1=CC(=C(C(=C1)C)O)C (4-amino-2,6-dimethylphenol), C1OC=2C=C(C=CC2OC1)NC1=NC(=NC=C1F)NC1=CC(=CC=C1)O (N4-(3,4-ethylenedioxyphenyl)-5-fluoro-N2-(3-hydroxyphenyl)-2,4-pyrimidinediamine), NC1=CC(=C(C(=C1)C)O)C (4-amino-2,6-dimethylphenol), ClC1=NC=C(C(=N1)Cl)F (2,4-dichloro-5-fluoropyrimidine). Yields the product ClC1=NC=C(C(=N1)NC1=CC(=C(C(=C1)C)O)C)F (2-chloro-N4-(3,5-dimethyl-4-hydroxyphenyl)-5-fluoro-4-pyrimidineamine). RXN SMILES: [CH3:1][C:2]1[CH:7]=[C:6]([N+:8]([O-])=O)[CH:5]=[C:4]([CH3:11])[C:3]=1[OH:12].NC1C=C(C)C(O)=C(C)C=1.C1COC2C=CC(NC3C(F)=CN=C(NC4C=CC=C(O)C=4)N=3)=CC=2O1.[Cl:49][C:50]1[N:55]=[C:54](Cl)[C:53]([F:57])=[CH:52][N:51]=1>>[Cl:49][C:50]1[N:55]=[C:54]([NH:8][C:6]2[CH:7]=[C:2]([CH3:1])[C:3]([OH:12])=[C:4]([CH3:11])[CH:5]=2)[C:53]([F:57])=[CH:52][N:51]=1. Reported procedure: Using general hydrogenation conditions, 2,6-dimethyl-4-nitrophenol was reduced to 4-amino-2,6-dimethylphenol. In a manner analogous to the preparation of N4-(3,4-ethylenedioxyphenyl)-5-fluoro-N2-(3-hydroxyphenyl)-2,4-pyrimidinediamine, the reaction of 4-amino-2,6-dimethylphenol (823 mg, 6 mmol) and 2,4-dichloro-5-fluoropyrimidine (500 mg, 3 mmol) gave 2-chloro-N4-(3,5-dimethyl-4-hydroxyphenyl)-5-fluoro-4-pyrimidineamine. Compound 2-chloro-N4-(3,5-dimethyl-4-hydroxyphenyl)-5-fluoro-4-pyrimidineam... As a reaction SMILES: [Br:1][c:2]1[c:3]2[cH:4][cH:5][n:6](-[c:11]3[n:12][c:13]([S:17][CH3:18])[n:14][cH:15][cH:16]3)[c:7]2[cH:8][cH:9][cH:10]1.[CH3:30][CH2:31][O:32][C:33]([CH3:34])=[O:35].[CH3:36][CH2:37][CH2:38][CH2:39][CH2:40][CH3:41].[Cl:42][CH2:43][Cl:44].[OH:19][O:20][C:21]([c:22]1[cH:23][c:24]([Cl:25])[cH:26][cH:27][cH:28]1)=[O:29]>>[Br:1][c:2]1[c:3]2[cH:4][cH:5][n:6](-[c:11]3[n:12][c:13]([S:17]([CH3:18])=[O:19])[n:14][cH:15][cH:16]3)[c:7]2[cH:8][cH:9][cH:10]1. The reactants are CSc1nccc(-n2ccc3c(Br)cccc32)n1, CCOC(C)=O, CCCCCC, ClCCl, O=C(OO)c1cccc(Cl)c1. Product: CS(=O)c1nccc(-n2ccc3c(Br)cccc32)n1. Reactants: CCOC(=O)CCc1ccc(O)c(OCC)c1, Cc1nc(-c2ccc(C(F)(F)F)cc2)ccc1CCl. Product: CCOC(=O)CCc1ccc(OCc2ccc(-c3ccc(C(F)(F)F)cc3)nc2C)c(OCC)c1. Reaction SMILES: [CH2:1]([CH3:2])[O:3][C:4]([CH2:5][CH2:6][c:7]1[cH:8][c:9]([O:14][CH2:15][CH3:16])[c:10]([OH:13])[cH:11][cH:12]1)=[O:17].[Cl:18][CH2:19][c:20]1[c:21]([CH3:36])[n:22][c:23](-[c:26]2[cH:27][cH:28][c:29]([C:32]([F:33])([F:34])[F:35])[cH:30][cH:31]2)[cH:24][cH:25]1>>[CH2:1]([CH3:2])[O:3][C:4]([CH2:5][CH2:6][c:7]1[cH:8][c:9]([O:14][CH2:15][CH3:16])[c:10]([O:13][CH2:19][c:20]2[c:21]([CH3:36])[n:22][c:23](-[c:26]3[cH:27][cH:28][c:29]([C:32]([F:33])([F:34])[F:35])[cH:30][cH:31]3)[cH:24][cH:25]2)[cH:11][cH:12]1)=[O:17]. Starting materials: C(C)(C)(C)OC[C@@H](NC(=O)OC(C)(C)C)C(=O)O (O-tert-butyl-N-BOC-D-serine), C1(C=2C(C(N1)=O)=CC=CC2)=O (phthalimide), C1(=CC=CC=C1)P(C1=CC=CC=C1)C1=CC=CC=C1 (triphenyl phosphine), N(=NC(=O)OC(C)C)C(=O)OC(C)C (diisopropyl azodicarboxylate). The solvent is O1CCCC1 (tetrahydrofuran). The product is C(C)(C)(C)OC([C@@H](CN1C(C=2C(C1=O)=CC=CC2)=O)NC(=O)OC(C)(C)C)=O (tert-butyl-2(R)-[(tert-butoxycarbonyl)amino]-3-phthalimido-propionate). Yield: 62.6%. As a reaction SMILES: [C:1]([O:5][CH2:6][C@H:7]([C:16](O)=O)[NH:8][C:9]([O:11][C:12]([CH3:15])([CH3:14])[CH3:13])=[O:10])([CH3:4])([CH3:3])[CH3:2].[C:19]1(=[O:29])[NH:23][C:22](=[O:24])[C:21]2=[CH:25][CH:26]=[CH:27][CH:28]=[C:20]12.C1(P(C2C=CC=CC=2)C2C=CC=CC=2)C=CC=CC=1.N(C(OC(C)C)=O)=NC(OC(C)C)=[O:52]>O1CCCC1>[C:1]([O:5][C:6](=[O:52])[C@H:7]([NH:8][C:9]([O:11][C:12]([CH3:13])([CH3:14])[CH3:15])=[O:10])[CH2:16][N:23]1[C:19](=[O:29])[C:20]2=[CH:28][CH:27]=[CH:26][CH:25]=[C:21]2[C:22]1=[O:24])([CH3:2])([CH3:3])[CH3:4]. Procedure: To a solution of O-tert-butyl-N-BOC-D-serine (4 g, 15.31 mmol), phthalimide (3.38 g, 22.9 mmol) and triphenyl phosphine (6.03 g, 22,9 mmol) in tetrahydrofuran (120 ml, anhydrous) was added diisopropyl azodicarboxylate (4.5 ml, 22.9 mmol). The mixture was stirred under nitrogen atmosphere over night. The tetrahydrofuran was removed on the roto-evaporator and the remainder was taken up in methylene chloride (60 ml) and loaded onto a flash silica gel column. Elution with ethyl acetate/hexanes (19%)...